From a dataset of the Open Reaction Database (ORD), a public repository of structured organic reaction records. describe an organic reaction: reactants, conditions, products, and yield Solvent: O (water), O (water), C(C)O (ethanol). Yield: 82.2%. Reported procedure: A solution of 1.07 g of sodium isocyanate in 20 ml of water is added to a solution of 3.03 g of 2-{2-[2-(4-phenylpiperazin-1-yl)ethyloxy]phenyl}thiazolidine in 40 ml of ethanol, and 2.46 g of acetic acid are added thereto. The mixture is stirred at room temperature for 2 hours. 200 ml of water are added to the mixture, and the aqueous mixture is made alkaline with potassium carbonate. The aqueous mixture is extracted with ethyl acetate and chloroform, successively. The extracts are combined, was... Reaction conditions: time 2 hour. RXN SMILES: [N-:1]=[C:2]=[O:3].[Na+].[C:5]1([N:11]2[CH2:16][CH2:15][N:14]([CH2:17][CH2:18][O:19][C:20]3[CH:25]=[CH:24][CH:23]=[CH:22][C:21]=3[CH:26]3[NH:30][CH2:29][CH2:28][S:27]3)[CH2:13][CH2:12]2)[CH:10]=[CH:9][CH:8]=[CH:7][CH:6]=1.C(O)(=O)C.C(=O)([O-])[O-].[K+].[K+]>O.C(O)C>[C:5]1([N:11]2[CH2:16][CH2:15][N:14]([CH2:17][CH2:18][O:19][C:20]3[CH:25]=[CH:24][CH:23]=[CH:22][C:21]=3[CH:26]3[N:30]([C:2]([NH2:1])=[O:3])[CH2:29][CH2:28][S:27]3)[CH2:13][CH2:12]2)[CH:6]=[CH:7][CH:8]=[CH:9][CH:10]=1 |f:0.1,4.5.6|. The product is C1(=CC=CC=C1)N1CCN(CC1)CCOC1=C(C=CC=C1)C1SCCN1C(=O)N (2-{2-[2-(4-phenylpiperazin-1-yl)ethyloxy]phenyl}thiazolidine-3-carboxamide). Reactants: C([O-])([O-])=O.[K+].[K+] (potassium carbonate), [N-]=C=O.[Na+] (sodium isocyanate), C1(=CC=CC=C1)N1CCN(CC1)CCOC1=C(C=CC=C1)C1SCCN1 (2-{2-[2-(4-phenylpiperazin-1-yl)ethyloxy]phenyl}thiazolidine), C(C)(=O)O (acetic acid). The reactants are O (water), C(CCC(=O)[O-])(=O)[O-].[NH4+].[NH4+] (diammonium succinate), C1(=CC=C(C=C1)S(=O)(=O)O)C (para-toluenesulfonic acid). Solvent: C(CCC)O (n-butanol). The product is C(CCC(=O)OCCCC)(=O)OCCCC (dibutyl succinate). As a reaction SMILES: O.[C:2]([O-:9])(=[O:8])[CH2:3][CH2:4][C:5]([O-:7])=[O:6].[NH4+].[NH4+].[C:12]1([CH3:22])[CH:17]=[CH:16]C(S(O)(=O)=O)=CC=1>C(O)CCC>[C:2]([O:9][CH2:22][CH2:12][CH2:17][CH3:16])(=[O:8])[CH2:3][CH2:4][C:5]([O:7][CH2:2][CH2:3][CH2:4][CH3:5])=[O:6] |f:1.2.3|. Reported procedure: For the esterification reaction, a three-neck flask (500 ml) with a water separator is used, in which n-butanol, 52 g of diammonium succinate and 0.45 g of para-toluenesulfonic acid are initially charged. The mixture is brought to boiling with stirring. During the reaction, the dibutyl succinate formed is enriched in the flask (together with butanol). The water/n-butanol azeotrope and NH3 are distilled off via the top and condensed in the water separator. The condensate is separated into a butan...